From a dataset of the Open Reaction Database (ORD), a public repository of structured organic reaction records. describe an organic reaction: reactants, conditions, products, and yield Reactants: [Br-], C[Mg+], C=CC1(C=O)CCC(C)=CC1C, [Cl-], [NH4+]. The product is C=CC1(C(C)O)CCC(C)=CC1C. As a reaction SMILES: [Br-:1].[CH3:2][Mg+:3].[CH3:4][CH:5]1[C:6]([CH:12]=[O:13])([CH:14]=[CH2:15])[CH2:7][CH2:8][C:9]([CH3:11])=[CH:10]1.[Cl-:16].[NH4+:17]>>[CH3:2][CH:12]([C:6]1([CH:14]=[CH2:15])[CH:5]([CH3:4])[CH:10]=[C:9]([CH3:11])[CH2:8][CH2:7]1)[OH:13].